This data is from the Open Reaction Database (ORD), a public repository of structured organic reaction records. The task is: describe an organic reaction: reactants, conditions, products, and yield Reactants: [OH-].[Li+] (lithium hydroxide), Cl (HCl), BrC=1C(=CC(=C(C(=O)OCC2=CC=C(C=C2)F)C1)OCC1=CC=C(C=C1)F)C(=O)N1CCOCC1 (4-fluorobenzyl 5-bromo-2-((4-fluorobenzyl)oxy)-4-(morpholine-4-carbonyl)benzoate), CN1N=CC(=C1)B1OC(C(O1)(C)C)(C)C (1-methyl-4-(4,4,5,5-tetramethyl-1,3,2-dioxaborolan-2-yl)-1H-pyrazole), P(=O)([O-])([O-])[O-].[K+].[K+].[K+] (tripotassium phosphate). The reagents and catalysts are C=1C=CC(=CC1)[P](C=2C=CC=CC2)(C=3C=CC=CC3)[Pd]([P](C=4C=CC=CC4)(C=5C=CC=CC5)C=6C=CC=CC6)([P](C=7C=CC=CC7)(C=8C=CC=CC8)C=9C=CC=CC9)[P](C=1C=CC=CC1)(C=1C=CC=CC1)C=1C=CC=CC1 (Tetrakis). Run in O (water), O (Water), O1CCCC1 (Tetrahydrofuran), O (water), COCCOC (1,2-Dimethoxyethane), O (Water). Reaction conditions: temperature 130 celsius. The product is FC1=CC=C(COC2=C(C(=O)O)C=C(C(=C2)C(=O)N2CCOCC2)C=2C=NN(C2)C)C=C1 (2-((4-fluorobenzyl)oxy)-5-(1-methyl-1H-pyrazol-4-yl)-4-(morpholine-4-carbonyl)benzoic acid). As a reaction SMILES: Br[C:2]1[C:3]([C:28]([N:30]2[CH2:35][CH2:34][O:33][CH2:32][CH2:31]2)=[O:29])=[CH:4][C:5]([O:19][CH2:20][C:21]2[CH:26]=[CH:25][C:24]([F:27])=[CH:23][CH:22]=2)=[C:6]([CH:18]=1)[C:7]([O:9]CC1C=CC(F)=CC=1)=[O:8].[CH3:36][N:37]1[CH:41]=[C:40](B2OC(C)(C)C(C)(C)O2)[CH:39]=[N:38]1.P([O-])([O-])([O-])=O.[K+].[K+].[K+].[OH-].[Li+].Cl>COCCOC.O.C1C=CC([P]([Pd]([P](C2C=CC=CC=2)(C2C=CC=CC=2)C2C=CC=CC=2)([P](C2C=CC=CC=2)(C2C=CC=CC=2)C2C=CC=CC=2)[P](C2C=CC=CC=2)(C2C=CC=CC=2)C2C=CC=CC=2)(C2C=CC=CC=2)C2C=CC=CC=2)=CC=1.O1CCCC1>[F:27][C:24]1[CH:23]=[CH:22][C:21]([CH2:20][O:19][C:5]2[CH:4]=[C:3]([C:28]([N:30]3[CH2:31][CH2:32][O:33][CH2:34][CH2:35]3)=[O:29])[C:2]([C:40]3[CH:39]=[N:38][N:37]([CH3:36])[CH:41]=3)=[CH:18][C:6]=2[C:7]([OH:9])=[O:8])=[CH:26][CH:25]=1 |f:2.3.4.5,6.7,^1:72,74,93,112|. Reported procedure: To a solution of 4-fluorobenzyl 5-bromo-2-((4-fluorobenzyl)oxy)-4-(morpholine-4-carbonyl)benzoate (380 mg, 0.696 mmol) (may be prepared as described in description D19) in 1,2-Dimethoxyethane (DME) (10 mL)/Water (1.00 mL) was added 1-methyl-4-(4,4,5,5-tetramethyl-1,3,2-dioxaborolan-2-yl)-1H-pyrazole (217 mg, 1.043 mmol), Tetrakis (48.2 mg, 0.042 mmol), tripotassium phosphate (295 mg, 1.391 mmol). The vial was sealed and heated to 130° C. for 25 min. Mixture was diluted with water (50 ml) and ext...